This data is from the Open Reaction Database (ORD), a public repository of structured organic reaction records. The task is: describe an organic reaction: reactants, conditions, products, and yield Starting materials: BrB(Br)Br, ClC(Cl)Cl, ClCCl, CCn1nc(C(F)(F)F)c(CSC2=NOC(C)(CCl)C2)c1OC, O. Yields the product CCn1nc(C(F)(F)F)c(CSC2=NOC(C)(CCl)C2)c1O. RXN SMILES: [B:1]([Br:2])([Br:3])[Br:4].[CH:29]([Cl:30])([Cl:31])[Cl:32].[Cl:33][CH2:34][Cl:35].[Cl:5][CH2:6][C:7]1([CH3:27])[CH2:8][C:9]([S:12][CH2:13][c:14]2[c:15]([C:23]([F:24])([F:25])[F:26])[n:16][n:17]([CH2:21][CH3:22])[c:18]2[O:19][CH3:20])=[N:10][O:11]1.[OH2:28]>>[Cl:5][CH2:6][C:7]1([CH3:27])[CH2:8][C:9]([S:12][CH2:13][c:14]2[c:15]([C:23]([F:24])([F:25])[F:26])[n:16][n:17]([CH2:21][CH3:22])[c:18]2[OH:19])=[N:10][O:11]1. Reactants: O=C([O-])[O-], COc1cc([N+](=O)[O-])ccc1-c1ccc[nH]c1=O, CCI, [K+], [K+], CN(C)C=O, O. Product: CCn1cccc(-c2ccc([N+](=O)[O-])cc2OC)c1=O. RXN SMILES: [C:19](=[O:20])([O-:21])[O-:22].[CH3:1][O:2][c:3]1[c:4](-[c:12]2[c:13](=[O:18])[nH:14][cH:15][cH:16][cH:17]2)[cH:5][cH:6][c:7]([N+:9](=[O:10])[O-:11])[cH:8]1.[I:25][CH2:26][CH3:27].[K+:23].[K+:24].[O:29]=[CH:30][N:31]([CH3:32])[CH3:33].[OH2:28]>>[CH3:1][O:2][c:3]1[c:4](-[c:12]2[c:13](=[O:18])[n:14]([CH2:26][CH3:27])[cH:15][cH:16][cH:17]2)[cH:5][cH:6][c:7]([N+:9](=[O:10])[O-:11])[cH:8]1. The reactants are CN(C(=O)c1cc(Br)cc(C(F)(F)F)c1)C1CCNCC1c1ccc(Cl)cc1, CC(=O)N1CCC(C(=O)O)CC1, Cl. Product: CC(=O)N1CCC(C(=O)N2CCC(N(C)C(=O)c3cc(Br)cc(C(F)(F)F)c3)C(c3ccc(Cl)cc3)C2)CC1. RXN SMILES: [Br:2][c:3]1[cH:4][c:5]([C:6](=[O:7])[N:8]([CH3:9])[CH:10]2[CH:11]([c:16]3[cH:17][cH:18][c:19]([Cl:22])[cH:20][cH:21]3)[CH2:12][NH:13][CH2:14][CH2:15]2)[cH:23][c:24]([C:26]([F:27])([F:28])[F:29])[cH:25]1.[C:30]([CH3:31])(=[O:32])[N:33]1[CH2:34][CH2:35][CH:36]([C:39](=[O:40])[OH:41])[CH2:37][CH2:38]1.[ClH:1]>>[Br:2][c:3]1[cH:4][c:5]([C:6](=[O:7])[N:8]([CH3:9])[CH:10]2[CH:11]([c:16]3[cH:17][cH:18][c:19]([Cl:22])[cH:20][cH:21]3)[CH2:12][N:13]([C:39]([CH:36]3[CH2:35][CH2:34][N:33]([C:30]([CH3:31])=[O:32])[CH2:38][CH2:37]3)=[O:40])[CH2:14][CH2:15]2)[cH:23][c:24]([C:26]([F:27])([F:28])[F:29])[cH:25]1. The solvent is O (water). As a reaction SMILES: [OH-:1].[K+].C1(C)C=CC=CC=1.[O:10]([C:17]1[CH:28]=[CH:27][CH:26]=[CH:25][C:18]=1[C:19]([C:23]#[N:24])=[N:20][O:21][CH3:22])[C:11]1[CH:16]=[CH:15][CH:14]=[CH:13][CH:12]=1.Cl>O>[O:10]([C:17]1[CH:28]=[CH:27][CH:26]=[CH:25][C:18]=1[C:19](=[N:20][O:21][CH3:22])[C:23]([NH2:24])=[O:1])[C:11]1[CH:12]=[CH:13][CH:14]=[CH:15][CH:16]=1 |f:0.1|. Yield: 90275.7%. Yields the product O(C1=CC=CC=C1)C1=C(C=CC=C1)C(C(=O)N)=NOC (2-(2-phenoxyphenyl)-2-methoxyiminoacetamide). Conditions: temperature 80 celsius, time 2.5 hour. Starting materials: [OH-].[K+] (Potassium hydroxide), C1(=CC=CC=C1)C (toluene), O(C1=CC=CC=C1)C1=C(C(=NOC)C#N)C=CC=C1 (2-phenoxy-α-methoxyiminobenzyl cyanide), Cl (hydrochloric acid). Procedure: 85% Potassium hydroxide (1.19 g, 0,018 mol) and toluene (30 ml) were added to 2-phenoxy-α-methoxyiminobenzyl cyanide (E/Z=7/93)(3.78 g, 0.015 mmol). The mixture was stirred at 80° C. for 2.5 hours. After completion of the reaction, water (100 ml) was added. The mixture was neutralized with conc. hydrochloric acid, extracted with ether (100 ml), dried over anhydrous magnesium sulfate and concentrated under reduced pressure. The resulting residue was purified by silica gel chromatography (ethyl ac...